This data is from the Open Reaction Database (ORD), a public repository of structured organic reaction records. The task is: describe an organic reaction: reactants, conditions, products, and yield Reactants: CC(C)(C)OC(=O)N1[C@@H](CCC1)CN ((S)-2-(aminomethyl)-1-pyrrolidinecarboxylic acid 1,1-dimethylethyl ester), C(C)(C)(C)OC(=O)N1CCC(CC1)CNC(=S)N=CN(C)C (4-(3-dimethylaminomethylene -thioureidomethyl)-piperidine-1-carboxylic acid tert-butyl ester). Yields the product CC(C)(C)OC(=O)N1[C@@H](CCC1)CNC(=S)N=CN(C)C (2-(S)-(3-dimethylaminomethylene-thioureidomethyl)-pyrrolidine-1-carboxylic acid 1,1-dimethylethyl ester). RXN SMILES: [CH3:1][C:2]([O:5][C:6]([N:8]1[CH2:12][CH2:11][CH2:10][C@H:9]1[CH2:13][NH2:14])=[O:7])([CH3:4])[CH3:3].C(OC(N1CCC(CN[C:30]([N:32]=[CH:33][N:34]([CH3:36])[CH3:35])=[S:31])CC1)=O)(C)(C)C>>[CH3:4][C:2]([O:5][C:6]([N:8]1[CH2:12][CH2:11][CH2:10][C@H:9]1[CH2:13][NH:14][C:30]([N:32]=[CH:33][N:34]([CH3:36])[CH3:35])=[S:31])=[O:7])([CH3:1])[CH3:3]. Procedure details: 2-(S)-(3-dimethylaminomethylene-thioureidomethyl)-pyrrolidine-1-carboxylic acid 1,1-dimethylethyl ester was prepared from (S)-2-(aminomethyl)-1-pyrrolidinecarboxylic acid 1,1-dimethylethyl ester according to the procedure described in Example A (4-(3-dimethylaminomethylene -thioureidomethyl)-piperidine-1-carboxylic acid tert-butyl ester). Purified by column chromatography on silica gel (2:1 to 3:1 ethyl acetate/hexane eluant). Yellow solid. MS: 315.4 (M+H)+